From a dataset of the Open Reaction Database (ORD), a public repository of structured organic reaction records. describe an organic reaction: reactants, conditions, products, and yield Starting materials: CC(=O)Cc1ccc(S(=O)(=O)Cl)c(Cl)c1, N, C1CCOC1. Yields the product CC(=O)Cc1ccc(S(N)(=O)=O)c(Cl)c1. RXN SMILES: [Cl:2][c:3]1[c:4]([S:13](=[O:14])(=[O:15])[Cl:16])[cH:5][cH:6][c:7]([CH2:9][C:10]([CH3:11])=[O:12])[cH:8]1.[NH3:1].[O:17]1[CH2:18][CH2:19][CH2:20][CH2:21]1>>[NH2:1][S:13]([c:4]1[c:3]([Cl:2])[cH:8][c:7]([CH2:9][C:10]([CH3:11])=[O:12])[cH:6][cH:5]1)(=[O:14])=[O:15]. Reactants: C[Si](C)(C)C#C[Si](Br)(C(C)C)C(C)C ((trimethylsilylethynyl)diisopropylbromosilane), C(C=C)[Mg]Cl (allylmagnesium chloride). Solvent: C1CCOC1 (THF). Reaction conditions: temperature 45 celsius, time 1.5 hour. Product: C(C=C)[Si](C(C)C)(C(C)C)C#C ((allyldiisopropylsilyl)acetylene). Reaction SMILES: C[Si]([C:5]#[C:6][Si:7]([CH:12]([CH3:14])[CH3:13])([CH:9]([CH3:11])[CH3:10])Br)(C)C.[CH2:15]([Mg]Cl)[CH:16]=[CH2:17]>C1COCC1>[CH2:15]([Si:7]([C:6]#[CH:5])([CH:12]([CH3:14])[CH3:13])[CH:9]([CH3:11])[CH3:10])[CH:16]=[CH2:17]. Procedure details: The (trimethylsilylethynyl)diisopropylbromosilane intermediate was transferred to an oven-dried flask, dissolved in anhydrous THF, treated with 1.2 equivalents of allylmagnesium chloride (2.0 M in THF) dropwise, and heated to 45° C. for 12 hrs. The reaction was quenched by the slow addition of ice water, then dilute sulfuric acid to dissolve magnesium salts, followed by the addition of pentane. The organic layer was separated, and the aqueous layer was extracted with pentane one additional time.... The reactants are C(C1=CC=CC=C1)OC1=CC=C(OC2=C(C=C(C(=O)Cl)C=C2)NC=2C3=C(N=CN2)N=C(C=C3)C(C)C)C=C1 (4-(4-Benzyloxy-phenoxy)-3-(7-isopropyl-pyrido[2,3-d]pyrimidin-4-ylamino)-benzoyl chloride), NC1=C(C(=O)N)C=CC=C1 (2-Amino-benzamide). Product: C(C1=CC=CC=C1)OC1=CC=C(OC2=C(C=C(C(=O)NC3=C(C=CC=C3)C(N)=O)C=C2)NC=2C3=C(N=CN2)N=C(C=C3)C(C)C)C=C1 (4-(4-Benzyloxy-phenoxy)-N-(2-carbamoyl-phenyl)-3-(7-isopropyl-pyrido[2,3-d]pyrimidin-4-ylamino)-benzamide). RXN SMILES: [CH2:1]([O:8][C:9]1[CH:38]=[CH:37][C:12]([O:13][C:14]2[CH:22]=[CH:21][C:17]([C:18](Cl)=[O:19])=[CH:16][C:15]=2[NH:23][C:24]2[C:25]3[CH:33]=[CH:32][C:31]([CH:34]([CH3:36])[CH3:35])=[N:30][C:26]=3[N:27]=[CH:28][N:29]=2)=[CH:11][CH:10]=1)[C:2]1[CH:7]=[CH:6][CH:5]=[CH:4][CH:3]=1.[NH2:39][C:40]1[CH:48]=[CH:47][CH:46]=[CH:45][C:41]=1[C:42]([NH2:44])=[O:43]>>[CH2:1]([O:8][C:9]1[CH:38]=[CH:37][C:12]([O:13][C:14]2[CH:22]=[CH:21][C:17]([C:18]([NH:39][C:40]3[CH:48]=[CH:47][CH:46]=[CH:45][C:41]=3[C:42](=[O:43])[NH2:44])=[O:19])=[CH:16][C:15]=2[NH:23][C:24]2[C:25]3[CH:33]=[CH:32][C:31]([CH:34]([CH3:36])[CH3:35])=[N:30][C:26]=3[N:27]=[CH:28][N:29]=2)=[CH:11][CH:10]=1)[C:2]1[CH:7]=[CH:6][CH:5]=[CH:4][CH:3]=1. Procedure: A solution of the product from Example 43D and 2-Amino-benzamide was reacted to provide 4-(4-Benzyloxy-phenoxy)-N-(2-carbamoyl-phenyl)-3-(7-isopropyl-pyrido[2,3-d]pyrimidin-4-ylamino)-benzamide using the procedure from Example 43E. The material was then deprotected using the procedure from Example 43F to provide the crude title compound which was purified by HPLC with TFA to provide the title compound as a trifluoroacetic acid salt (18 mg, 34%). 1H NMR (300 MHz, DMSO-D6) δ ppm: 1.35 (d, J=6.99 H... Procedure details: 4-Fluoro-1-methoxy-2-nitrobenzene (21) (171 mg, 1.0 mmol) in THF (2 mL) was added to a solution of TMPZnCl.LiCl (2) (1.3 M in THF, 0.85 mL, 1.1 mmol) at 25° C. and the reaction mixture was then stirred at this temperature for 6 h according to TP 2. After cooling down to −50 ° C., ethyl 2-(bromomethyl)acrylate (230 mg, 1.2 mmol) and CuCN.2LiCl (1.0 M solution in THF, 5 drops) were added at −40° C. and the resulting mixture was stirred at the same temperature for 1 h. The reaction mixture was quen... Isolated yield 66.7%. Starting materials: C(#N)[Cu] (CuCN), FC1=CC(=C(C=C1)OC)[N+](=O)[O-] (4-fluoro-1-methoxy-2-nitrobenzene), [Li+].[Cl-] (LiCl), BrCC(C(=O)OCC)=C (ethyl 2-(bromomethyl)acrylate), solution. Reaction SMILES: [F:1][C:2]1[CH:7]=[CH:6][C:5]([O:8][CH3:9])=[C:4]([N+:10]([O-:12])=[O:11])[CH:3]=1.[Li+].[Cl-].Br[CH2:16][C:17](=[CH2:23])[C:18]([O:20][CH2:21][CH3:22])=[O:19].C([Cu])#N>C1COCC1>[F:1][C:2]1[C:3]([CH2:23][C:17](=[CH2:16])[C:18]([O:20][CH2:21][CH3:22])=[O:19])=[C:4]([N+:10]([O-:12])=[O:11])[C:5]([O:8][CH3:9])=[CH:6][CH:7]=1 |f:1.2|. Run in C1CCOC1 (THF), C1CCOC1 (THF). Product: FC1=CC=C(C(=C1CC(C(=O)OCC)=C)[N+](=O)[O-])OC (ethyl 2-(6-fluoro-3-methoxy-2-nitrobenzyl)acrylate). Conditions: temperature -50 celsius, time 1 hour. Starting materials: O=C([O-])O, C=CCBr, CC(C)=O, [K+], O, O=Cc1ccc(O)cc1. The product is C=CCc1cc(C=O)ccc1O. RXN SMILES: [C:14](=[O:15])([OH:16])[O-:17].[CH2:10]([CH:11]=[CH2:12])[Br:13].[CH3:19][C:20](=[O:21])[CH3:22].[K+:18].[OH2:23].[OH:1][c:2]1[cH:3][cH:4][c:5]([CH:6]=[O:7])[cH:8][cH:9]1>>[OH:1][c:2]1[c:3]([CH2:12][CH:11]=[CH2:10])[cH:4][c:5]([CH:6]=[O:7])[cH:8][cH:9]1. Reactants: FC(C1=CC(=C(C(=CN(C)C)C(=O)C=2SC=CC2C)C=C1)[N+](=O)[O-])(F)F (4-trifluoromethyl-β-(dimethylamino)-α-(3-methyl-2-thienoyl)-2-nitrostyrene), O1CCOCC1 (1,4-dioxane). Run in O (water). Product: FC(C1=CC(=C(C=C1)CC(=O)C=1SC=CC1C)[N+](=O)[O-])(F)F (2-(4-Trifluoromethyl-2-nitrophenyl)-1-(3-methyl-2-thienyl)ethanone). Isolated yield 34.7%. Reaction SMILES: [F:1][C:2]([F:26])([F:25])[C:3]1[CH:21]=[CH:20][C:6]([C:7]([C:12]([C:14]2[S:15][CH:16]=[CH:17][C:18]=2[CH3:19])=[O:13])=CN(C)C)=[C:5]([N+:22]([O-:24])=[O:23])[CH:4]=1.O1CCOCC1>O>[F:26][C:2]([F:1])([F:25])[C:3]1[CH:21]=[CH:20][C:6]([CH2:7][C:12]([C:14]2[S:15][CH:16]=[CH:17][C:18]=2[CH3:19])=[O:13])=[C:5]([N+:22]([O-:24])=[O:23])[CH:4]=1. Procedure: A stirred solution of 6.4 g of 4-trifluoromethyl-β-(dimethylamino)-α-(3-methyl-2-thienoyl)-2-nitrostyrene, 49 ml of 1,4-dioxane, and 10 ml of water was refluxed for 42 hr. The cooled solution was concentrated, and the residue was partitioned between dichloromethane and water. The organic phase was dried over anhydrous sodium sulfate, filtered, and concentrated. The residue crystallized upon standing at room temperature. The solid was recrystallized from 95% ethanol to afford 1.9 g (35%) of produ... Starting materials: C1CCOC1, CCN(C(C)C)C(C)C, O=C(O)C(F)(F)F, Nc1nc(Cl)nc2c1ncn2C1CC(N)C(O)C1O, CS(=O)(=O)Cl. Product: O=C(O)C(F)(F)F, CS(=O)(=O)NC1CC(n2cnc3c(N)nc(Cl)nc32)C(O)C1O. Reaction SMILES: [CH2:41]1[O:42][CH2:43][CH2:44][CH2:45]1.[CH:27]([N:28]([CH:29]([CH3:30])[CH3:31])[CH2:32][CH3:33])([CH3:34])[CH3:35].[F:1][C:2]([C:3](=[O:4])[OH:5])([F:6])[F:7].[NH2:8][CH:9]1[CH:10]([OH:26])[CH:11]([OH:25])[CH:12]([n:14]2[c:15]3[n:16][c:17]([Cl:24])[n:18][c:19]([NH2:23])[c:20]3[n:21][cH:22]2)[CH2:13]1.[S:36](=[O:37])(=[O:38])([CH3:39])[Cl:40]>>[F:1][C:2]([C:3](=[O:4])[OH:5])([F:6])[F:7].[NH:8]([CH:9]1[CH:10]([OH:26])[CH:11]([OH:25])[CH:12]([n:14]2[c:15]3[n:16][c:17]([Cl:24])[n:18][c:19]([NH2:23])[c:20]3[n:21][cH:22]2)[CH2:13]1)[S:36](=[O:37])(=[O:38])[CH3:39]. As a reaction SMILES: [CH3:1][S:2]([N:5]1[CH2:10][CH:9]=[C:8]([C:11]2[CH:12]=[C:13]3[CH2:34][C:18]4([CH2:33][C:20]5([CH2:25][CH2:24][N:23]([C:26]([O:28][C:29]([CH3:32])([CH3:31])[CH3:30])=[O:27])[CH2:22][CH2:21]5)[CH2:19]4)[O:17][C:14]3=[CH:15][N:16]=2)[CH2:7][CH2:6]1)(=[O:4])=[O:3]>[Pd].CO>[CH3:1][S:2]([N:5]1[CH2:10][CH2:9][CH:8]([C:11]2[CH:12]=[C:13]3[CH2:34][C:18]4([CH2:33][C:20]5([CH2:21][CH2:22][N:23]([C:26]([O:28][C:29]([CH3:30])([CH3:32])[CH3:31])=[O:27])[CH2:24][CH2:25]5)[CH2:19]4)[O:17][C:14]3=[CH:15][N:16]=2)[CH2:7][CH2:6]1)(=[O:4])=[O:3]. Reagents/catalysts: [Pd] (palladium on carbon). Reaction conditions: time 2 hour. Solvent: CO (methanol). Starting materials: CS(=O)(=O)N1CCC(=CC1)C=1C=C2C(=CN1)OC1(CC3(CCN(CC3)C(=O)OC(C)(C)C)C1)C2 (5-(1-methanesulfonyl-1,2,3,6-tetrahydro-pyridin-4-yl)-1″-tert-butoxycarbonyl-dispiro[2,3-dihydrofuro[2,3-c]pyridine-2,1′-cyclobutane-3′,4″-piperidine]). Reported procedure: A flask charged with 5-(1-methanesulfonyl-1,2,3,6-tetrahydro-pyridin-4-yl)-1″-tert-butoxycarbonyl-dispiro[2,3-dihydrofuro[2,3-c]pyridine-2,1′-cyclobutane-3′,4″-piperidine] (50 mg), 10% palladium on carbon (5 mg), and methanol (5 mL) is shaken under H2 atmosphere (1 bar) at room temperature for 2 h. The catalyst is separated by filtration and the filtrate is concentrated to give the title compound. LC (method 3): tR=0.93 min; Mass spectrum (ESI+): m/z=492 [M+H]+. The product is CS(=O)(=O)N1CCC(CC1)C=1C=C2C(=CN1)OC1(CC3(CCN(CC3)C(=O)OC(C)(C)C)C1)C2 (5-(1-Methanesulfonyl-piperidin-4-yl)-1″-tert-butoxycarbonyl-dispiro[2,3-dihydrofuro[2,3-c]pyridine-2,1′-cyclobutane-3′,4″-piperidine]). The reactants are [Li]CCCC, CNc1ccccc1, O=[N+]([O-])c1ccc(F)c(Cl)c1, C1CCOC1. Product: CN(c1ccccc1)c1ccc([N+](=O)[O-])cc1Cl. RXN SMILES: [CH2:1]([Li:2])[CH2:3][CH2:4][CH3:5].[CH3:6][NH:7][c:8]1[cH:9][cH:10][cH:11][cH:12][cH:13]1.[Cl:14][c:15]1[cH:16][c:17]([N+:22](=[O:23])[O-:24])[cH:18][cH:19][c:20]1[F:21].[O:25]1[CH2:26][CH2:27][CH2:28][CH2:29]1>>[CH3:6][N:7]([c:8]1[cH:9][cH:10][cH:11][cH:12][cH:13]1)[c:20]1[c:15]([Cl:14])[cH:16][c:17]([N+:22](=[O:23])[O-:24])[cH:18][cH:19]1.